describe an organic reaction: reactants, conditions, products, and yield From a dataset of the Open Reaction Database (ORD), a public repository of structured organic reaction records. Reactants: O1NC(NC(C1)=O)=O (6H-1,2,4-oxadiazin-3,5(2H,4H)-dione), C(CCC)N (n-butylamine), C[Si](N[Si](C)(C)C)(C)C (hexamethyldisilazane). Reagents/catalysts: S(=O)(=O)([O-])[O-].[NH4+].[NH4+] (ammonium sulfate). Run in O1CCOCC1 (dioxane). The product is C(CCC)NC1=NC(NOC1)=O (5-butylamino-6H-1,2,4-oxadiazin-3(2H)-one). Yield: 59.6%. RXN SMILES: [O:1]1[CH2:6][C:5](=O)[NH:4][C:3](=[O:8])[NH:2]1.[CH2:9]([NH2:13])[CH2:10][CH2:11][CH3:12].C[Si](C)(C)N[Si](C)(C)C>S([O-])([O-])(=O)=O.[NH4+].[NH4+].O1CCOCC1>[CH2:9]([NH:13][C:5]1[CH2:6][O:1][NH:2][C:3](=[O:8])[N:4]=1)[CH2:10][CH2:11][CH3:12] |f:3.4.5|. Procedure: A solution of 1.16 g (0.010 mole) of 6H-1,2,4-oxadiazin-3,5(2H,4H)-dione, 5 mg of ammonium sulfate, 0.88 g (0.012 mole) of n-butylamine and 20 ml hexamethyldisilazane in 40 ml freshly distilled dry dioxane is refluxed for 17 hours. After cooling to room temperature, the dioxane and hexamethyldisilazane are removed in vacuo and the syrupy residue is dried on a vacuum pump for 2 hours. The resulting semi-solid residue is triturated with 100 ml of petroleum ether and filtered to yield 1.02 g (87 pe... The reactants are [N+](=O)([O-])C1=CC=C(CBr)C=C1 (4-nitrobenzyl bromide), C([O-])([O-])=O.[K+].[K+] (potassium carbonate), [I-].[Na+] (sodium iodide), CC1(C(C1)C(=O)NC1CCNCC1)C (4-(2,2-dimethylcyclopropanecarbonylamino)piperidine). Run in CN(C=O)C (dimethylformamide). Conditions: time 2 hour. Product: [N+](=O)([O-])C1=CC=C(CN2CCCCC2)C=C1 (4-nitrobenzylpiperadine), crystal. Yield: 57.0%. Reaction SMILES: [N+:1]([C:4]1[CH:11]=[CH:10][C:7]([CH2:8]Br)=[CH:6][CH:5]=1)([O-:3])=[O:2].C(=O)([O-])[O-].[K+].[K+].[I-].[Na+].CC1(C)CC1C(N[CH:27]1[CH2:32][CH2:31][NH:30][CH2:29][CH2:28]1)=O>CN(C)C=O>[N+:1]([C:4]1[CH:11]=[CH:10][C:7]([CH2:8][N:30]2[CH2:31][CH2:32][CH2:27][CH2:28][CH2:29]2)=[CH:6][CH:5]=1)([O-:3])=[O:2] |f:1.2.3,4.5|. Reported procedure: 4-nitrobenzyl bromide (24:X=Br) (110 mg, 0.5 mmol), potassium carbonate (352 mg, 2.55 mmol) and sodium iodide (76.5 mg, 0.5 mmol) were added to a dimethylformamide (5mil) solution of the piperidine (23) obtained in the process 1, and then stirred under the argon atmosphere at the room temperature for 2 hours. This was further stirred at 70° C. for 1 hour and was extracted with hexan-ethyl acetate (3:1) mixed solvent, and then washed with water and saturated saline solution, dried and vacuum conc... Reactants: COC(=O)c1ccc(-c2c(C)noc2C)c(C)c1, CCO, [Na+], [OH-], O. The product is Cc1cc(C(=O)O)ccc1-c1c(C)noc1C. As a reaction SMILES: [CH3:1][c:2]1[n:3][o:4][c:5]([CH3:18])[c:6]1-[c:7]1[c:8]([CH3:17])[cH:9][c:10]([C:11](=[O:12])[O:13][CH3:14])[cH:15][cH:16]1.[CH3:21][CH2:22][OH:23].[Na+:20].[OH-:19].[OH2:24]>>[CH3:1][c:2]1[n:3][o:4][c:5]([CH3:18])[c:6]1-[c:7]1[c:8]([CH3:17])[cH:9][c:10]([C:11](=[O:12])[OH:13])[cH:15][cH:16]1. Reactants: CCCCOc1c(CN(C(=O)[O-])C(C)(C)C)n(CC(C)(C)C)c(=O)c2cc(F)ccc12, CCOC(C)=O, Cl. Yields the product Cl, CCCCOc1c(CN)n(CC(C)(C)C)c(=O)c2cc(F)ccc12. Reaction SMILES: [C:1]([N:5]([C:2](=[O:3])[O-:4])[CH2:9][c:10]1[n:11]([CH2:27][C:28]([CH3:29])([CH3:30])[CH3:31])[c:12](=[O:26])[c:13]2[cH:14][c:15]([F:25])[cH:16][cH:17][c:18]2[c:19]1[O:20][CH2:21][CH2:22][CH2:23][CH3:24])([CH3:6])([CH3:7])[CH3:8].[CH3:33][CH2:34][O:35][C:36](=[O:37])[CH3:38].[ClH:32]>>[ClH:32].[NH2:5][CH2:9][c:10]1[n:11]([CH2:27][C:28]([CH3:29])([CH3:30])[CH3:31])[c:12](=[O:26])[c:13]2[cH:14][c:15]([F:25])[cH:16][cH:17][c:18]2[c:19]1[O:20][CH2:21][CH2:22][CH2:23][CH3:24]. Starting materials: O=C(c1ccccc1)c1cc(F)ccc1NC(=O)n1ccnc1, C1CCOC1, CCCCCl, NCC(F)(F)F, O=P12OP3(=O)OP(=O)(O1)OP(=O)(O2)O3, O=C(O)CC(O)(CC(=O)O)C(=O)O. Product: O=C1Nc2ccc(F)cc2C(O)(c2ccccc2)N1CC(F)(F)F. Reaction SMILES: [C:1]([c:2]1[cH:3][cH:4][cH:5][cH:6][cH:7]1)(=[O:8])[c:9]1[c:10]([NH:16][C:17](=[O:18])[n:19]2[cH:20][cH:21][n:22][cH:23]2)[cH:11][cH:12][c:13]([F:15])[cH:14]1.[CH2:57]1[O:58][CH2:59][CH2:60][CH2:61]1.[CH2:62]([Cl:63])[CH2:64][CH2:65][CH3:66].[F:24][C:25]([CH2:26][NH2:27])([F:28])[F:29].[O:43]=[P:44]12[O:45][P:46]3(=[O:56])[O:47][P:48](=[O:54])([O:49][P:50](=[O:53])([O:51]3)[O:52]1)[O:55]2.[OH:30][C:31]([CH2:32][C:33]([C:34](=[O:35])[OH:36])([CH2:37][C:38](=[O:39])[OH:40])[OH:41])=[O:42]>>[C:1]1([c:2]2[cH:3][cH:4][cH:5][cH:6][cH:7]2)([OH:8])[c:9]2[c:10]([cH:11][cH:12][c:13]([F:15])[cH:14]2)[NH:16][C:17](=[O:18])[N:27]1[CH2:26][C:25]([F:24])([F:28])[F:29]. Starting materials: C(C)(C)(C)OC(=O)N(C1C=2C=CC(=NC2CCC1)C(=O)OCC)CCC1=C(C=CC=C1)OCC1=CC=C(C=C1)C=1OC2=C(N1)C=C(C=C2)C ((−)-ethyl 5-{(tert-butoxycarbonyl)[2-(2-{[4-(5-methyl-1,3-benzoxazol-2-yl)-benzyl]oxy}-phenyl)ethyl]amino}-5,6,7,8-tetrahydroquinoline-2-carboxylate), C(=O)[O-].[NH4+] (ammonium formate). The reagents and catalysts are [Pd] (palladium), [Pd] (palladium on activated carbon). The solvent is C(C)O (ethanol). Reaction conditions: temperature 80 celsius, time 8 hour. Yields the product C(C)(C)(C)OC(=O)N(C1C=2C=CC(=NC2CCC1)C(=O)OCC)CCC1=C(C=CC=C1)O (Ethyl 5-{(tert-butoxycarbonyl)[2-(2-hydroxyphenyl)ethyl]amino}-5,6,7,8-tetrahydroquinoline-2-carboxylate). As a reaction SMILES: [C:1]([O:5][C:6]([N:8]([CH2:24][CH2:25][C:26]1[CH:31]=[CH:30][CH:29]=[CH:28][C:27]=1[O:32]CC1C=CC(C2OC3C=CC(C)=CC=3N=2)=CC=1)[CH:9]1[CH2:18][CH2:17][CH2:16][C:15]2[N:14]=[C:13]([C:19]([O:21][CH2:22][CH3:23])=[O:20])[CH:12]=[CH:11][C:10]1=2)=[O:7])([CH3:4])([CH3:3])[CH3:2].C([O-])=O.[NH4+]>C(O)C.[Pd]>[C:1]([O:5][C:6]([N:8]([CH2:24][CH2:25][C:26]1[CH:31]=[CH:30][CH:29]=[CH:28][C:27]=1[OH:32])[CH:9]1[CH2:18][CH2:17][CH2:16][C:15]2[N:14]=[C:13]([C:19]([O:21][CH2:22][CH3:23])=[O:20])[CH:12]=[CH:11][C:10]1=2)=[O:7])([CH3:2])([CH3:3])[CH3:4] |f:1.2|. Procedure details: 10 g (15.11 mmol) of (−)-ethyl 5-{(tert-butoxycarbonyl)[2-(2-{[4-(5-methyl-1,3-benzoxazol-2-yl)-benzyl]oxy}-phenyl)ethyl]amino}-5,6,7,8-tetrahydroquinoline-2-carboxylate (Enantiomer 2, Example 26A) were dissolved in 500 ml of ethanol, and 9.53 g (151.10 mmol) of ammonium formate and 161 mg (1.51 mmol) of 10% palladium on activated carbon were added. The reaction mixture was then heated to 80° C. and stirred at this temperature overnight. The mixture was then cooled to room temperature, another 1... The product is COC=1C=C2C(=CC=NC2=CC1S(=O)(=O)NC=1SC=CN1)C1=C(C=C(C=C1)C(F)(F)F)OC (6-METHOXY-4-(2-METHOXY-4-(TRIFLUOROMETHYL)PHENYL)-N-(THIAZOL-2-YL)QUINOLINE-7-SULFONAMIDE). The solvent is O (Water). Reagents/catalysts: C(C)(C)(C)C=1C(=C(C=CC1NC)[Pd]Cl)C(C)(C)C ((di-t-butyl-p-methylaminophenyl]palladium(ii) chloride). RXN SMILES: [CH3:1][O:2][C:3]1[CH:8]=[C:7]([C:9]([F:12])([F:11])[F:10])[CH:6]=[CH:5][C:4]=1B(O)O.Cl[C:17]1[C:26]2[C:21](=[CH:22][C:23]([S:29]([N:32](CC3C=CC(OC)=CC=3)[C:33]3[S:34][CH:35]=[CH:36][N:37]=3)(=[O:31])=[O:30])=[C:24]([O:27][CH3:28])[CH:25]=2)[N:20]=[CH:19][CH:18]=1.[O-]P([O-])([O-])=O.[K+].[K+].[K+].O1CCOCC1>C(C1C(C(C)(C)C)=C([Pd]Cl)C=CC=1NC)(C)(C)C.O>[CH3:28][O:27][C:24]1[CH:25]=[C:26]2[C:21](=[CH:22][C:23]=1[S:29]([NH:32][C:33]1[S:34][CH:35]=[CH:36][N:37]=1)(=[O:31])=[O:30])[N:20]=[CH:19][CH:18]=[C:17]2[C:4]1[CH:5]=[CH:6][C:7]([C:9]([F:12])([F:11])[F:10])=[CH:8][C:3]=1[O:2][CH3:1] |f:2.3.4.5|. Starting materials: COC1=C(C=CC(=C1)C(F)(F)F)B(O)O ((2-methoxy-4-(trifluoromethyl)phenyl)boronic acid), ClC1=CC=NC2=CC(=C(C=C12)OC)S(=O)(=O)N(C=1SC=CN1)CC1=CC=C(C=C1)OC (4-chloro-6-methoxy-N-(4-methoxybenzyl)-N-(thiazol-2-yl)quinoline-7-sulfonamide), [O-]P(=O)([O-])[O-].[K+].[K+].[K+] (potassium phosphate tribasic), O1CCOCC1 (Dioxane). Procedure details: To a microwave vial charged with (2-methoxy-4-(trifluoromethyl)phenyl)boronic acid (35.6 mg, 0.162 mmol), 4-chloro-6-methoxy-N-(4-methoxybenzyl)-N-(thiazol-2-yl)quinoline-7-sulfonamide (70 mg, 0.147 mmol), potassium phosphate tribasic (36.5 μl, 0.441 mmol) and 1,1-bis[(di-t-butyl-p-methylaminophenyl]palladium(ii) chloride (10.41 mg, 0.015 mmol) was added Dioxane (590 μl) and Water (197 μl). The mixture was irradiated at 100° C. for 30 mins affording conversion to desired product according to LC-... Starting materials: C=Cc1ccc(OC(C)=O)cc1, CN1CCOCC1, CCOC(C)=O, Cc1ccc(C)cc1, CC(C)c1cccc(C(C)C)c1N1CC[NH+](c2c(C(C)C)cccc2C(C)C)C1, [Cl-], O=C(Cl)c1cc(F)cc(F)c1, CC(=O)[O-], CC(=O)[O-], [Pd+2]. The product is CC(=O)Oc1ccc(C=Cc2cc(F)cc(F)c2)cc1. Reaction SMILES: [C:42]([CH3:43])(=[O:44])[O:45][c:46]1[cH:47][cH:48][c:49]([CH:50]=[CH2:51])[cH:52][cH:53]1.[CH3:54][N:55]1[CH2:56][CH2:57][O:58][CH2:59][CH2:60]1.[CH3:70][CH2:71][O:72][C:73]([CH3:74])=[O:75].[CH3:76][c:77]1[cH:78][cH:79][c:80]([CH3:81])[cH:82][cH:83]1.[CH:2]([c:3]1[cH:4][cH:5][cH:6][c:7]([CH:8]([CH3:9])[CH3:10])[c:11]1[NH+:12]1[CH2:13][CH2:14][N:15]([c:16]2[c:17]([CH:18]([CH3:19])[CH3:20])[cH:21][cH:22][cH:23][c:24]2[CH:25]([CH3:26])[CH3:27])[CH2:28]1)([CH3:29])[CH3:30].[Cl-:1].[F:31][c:32]1[cH:33][c:34]([C:35]([Cl:36])=[O:37])[cH:38][c:39]([F:41])[cH:40]1.[O-:62][C:63]([CH3:64])=[O:65].[O-:66][C:67]([CH3:68])=[O:69].[Pd+2:61]>>[F:31][c:32]1[cH:33][c:34]([CH:35]=[CH:50][c:49]2[cH:48][cH:47][c:46]([O:45][C:42]([CH3:43])=[O:44])[cH:53][cH:52]2)[cH:38][c:39]([F:41])[cH:40]1.